describe an organic reaction: reactants, conditions, products, and yield From a dataset of the Open Reaction Database (ORD), a public repository of structured organic reaction records. The reactants are CC(CC=O)(C)C (3,3-dimethylbutanal), II (iodine), NCCN1C[C@H](O[C@H](C1)C)C (4-(2-aminoethyl)-cis-2,6-dimethylmorpholine), [S-]C#N.[K+] (potassium thiocyanate). Product: C(C)(C)(C)C1=CN(C(S1)=N)CCN1C[C@@H](O[C@@H](C1)C)C (5-tert-butyl-3-(2-((cis)-2,6-dimethylmorpholino)ethyl)thiazol-2(3H)-imine). RXN SMILES: [CH3:1][C:2]([CH3:7])([CH3:6])[CH2:3][CH:4]=O.[NH2:8][CH2:9][CH2:10][N:11]1[CH2:16][C@H:15]([CH3:17])[O:14][C@H:13]([CH3:18])[CH2:12]1.[S-:19][C:20]#[N:21].[K+].II>>[C:2]([C:3]1[S:19][C:20](=[NH:21])[N:8]([CH2:9][CH2:10][N:11]2[CH2:16][C@@H:15]([CH3:17])[O:14][C@@H:13]([CH3:18])[CH2:12]2)[CH:4]=1)([CH3:7])([CH3:6])[CH3:1] |f:2.3|. Reported procedure: Commercially available 3,3-dimethylbutanal (Aldrich), 4-(2-aminoethyl)-cis-2,6-dimethylmorpholine (Oakwood), potassium thiocyanate (Aldrich) and iodine (EMD chemicals) were processed using the method described in Example 315A to afford the title compound. MS (ESI+) m/z 298 (M+H)+. Starting materials: CP(=O)(Cl)c1ccccc1, Oc1ccc2[nH]nc(C=Cc3ccccc3)c2c1, ClCCl, O, c1c[nH]cn1. Yields the product CP(=O)(Oc1ccc2[nH]nc(C=Cc3ccccc3)c2c1)c1ccccc1. As a reaction SMILES: [CH3:24][P:25](=[O:26])([c:27]1[cH:28][cH:29][cH:30][cH:31][cH:32]1)[Cl:33].[CH:1](=[CH:2][c:3]1[cH:4][cH:5][cH:6][cH:7][cH:8]1)[c:9]1[n:10][nH:11][c:12]2[cH:13][cH:14][c:15]([OH:18])[cH:16][c:17]12.[Cl:35][CH2:36][Cl:37].[OH2:34].[nH:19]1[cH:20][cH:21][n:22][cH:23]1>>[CH:1](=[CH:2][c:3]1[cH:4][cH:5][cH:6][cH:7][cH:8]1)[c:9]1[n:10][nH:11][c:12]2[cH:13][cH:14][c:15]([O:18][P:25]([CH3:24])(=[O:26])[c:27]3[cH:28][cH:29][cH:30][cH:31][cH:32]3)[cH:16][c:17]12. Reactants: C1(CCCCC1)CS(=O)(=O)N1[C@@H](CCCC1)/C(/N)=N/O ((Z)-(2S)-1-[cyclohexylmethylsulfonyl]-N′2-hydroxy-2-piperidinecarboximidamide), C(C1=CC=CC=C1)OC(=O)N[C@H](C(=O)O)C1=CC=CC=C1 ((2S)-2-{[(benzyloxy)carbonyl]amino}-2-phenylethanoic acid). Product: N\C(\[C@H]1N(CCCC1)S(=O)(=O)CC1CCCCC1)=N/OC([C@H](C1=CC=CC=C1)NC(OCC1=CC=CC=C1)=O)=O (benzyl N-[(1S)-2-{[((Z)-amino{(2S)-1-[(cyclohexylmethyl)sulfonyl]piperidyl}methylidene)amino]oxy}-2-oxo-1-phenylethyl]carbamate). RXN SMILES: [CH:1]1([CH2:7][S:8]([N:11]2[CH2:16][CH2:15][CH2:14][CH2:13][C@H:12]2/[C:17](=[N:19]/[OH:20])/[NH2:18])(=[O:10])=[O:9])[CH2:6][CH2:5][CH2:4][CH2:3][CH2:2]1.[CH2:21]([O:28][C:29]([NH:31][C@@H:32]([C:36]1[CH:41]=[CH:40][CH:39]=[CH:38][CH:37]=1)[C:33](O)=[O:34])=[O:30])[C:22]1[CH:27]=[CH:26][CH:25]=[CH:24][CH:23]=1>>[NH2:18]/[C:17](=[N:19]\[O:20][C:33](=[O:34])[C@@H:32]([NH:31][C:29](=[O:30])[O:28][CH2:21][C:22]1[CH:23]=[CH:24][CH:25]=[CH:26][CH:27]=1)[C:36]1[CH:41]=[CH:40][CH:39]=[CH:38][CH:37]=1)/[C@@H:12]1[CH2:13][CH2:14][CH2:15][CH2:16][N:11]1[S:8]([CH2:7][CH:1]1[CH2:2][CH2:3][CH2:4][CH2:5][CH2:6]1)(=[O:9])=[O:10]. Reported procedure: The title compound was prepared by a similar method to Preparation 5 from (Z)-(2S)-1-[cyclohexylmethylsulfonyl]-N′2-hydroxy-2-piperidinecarboximidamide [see Preparation 28] and (2S)-2-{[(benzyloxy)carbonyl]amino}-2-phenylethanoic acid to afford benzyl N-[(1S)-2-{[((Z)-amino{(2S)-1-[(cyclohexylmethyl)sulfonyl]piperidyl}methylidene)amino]oxy}-2-oxo-1-phenylethyl]carbamate as an oil.